Dataset: the Open Reaction Database (ORD), a public repository of structured organic reaction records. Task: describe an organic reaction: reactants, conditions, products, and yield Starting materials: O (water), CS(=O)(=O)O (methanesulfonic acid), N[C@@H](CCSC)C(=O)O (methionine), COC=1C=C(C=CC1)[C@@H]([C@H](CN(C)C)C)CC ((2R,3R)-[3-(3-methoxy-phenyl)-2-methyl-pentyl]-dimethylamine). Solvent: CC1CCCCC1 (methyl cyclohexane), CC1CCCCC1 (methyl cyclohexane). Reaction conditions: temperature 82 celsius, time 18 hour. The product is CN(C[C@@H]([C@@H](CC)C=1C=C(C=CC1)O)C)C ((1R,2R)-3-(3-dimethylamino-1-ethyl-2-methyl-propyl)-phenol). The yield is 89.4%. As a reaction SMILES: CS(O)(=O)=O.N[C@H](C(O)=O)CCSC.C[O:16][C:17]1[CH:18]=[C:19]([C@H:23]([CH2:30][CH3:31])[C@@H:24]([CH3:29])[CH2:25][N:26]([CH3:28])[CH3:27])[CH:20]=[CH:21][CH:22]=1.O>CC1CCCCC1>[CH3:28][N:26]([CH3:27])[CH2:25][C@H:24]([CH3:29])[C@H:23]([C:19]1[CH:18]=[C:17]([OH:16])[CH:22]=[CH:21][CH:20]=1)[CH2:30][CH3:31]. Reported procedure: 18.9 kg of methanesulfonic acid and 2458 g D,L methionine were placed in methyl cyclohexane and then 3192 g (2R,3R)-[3-(3-methoxy-phenyl)-2-methyl-pentyl]-dimethylamine were added and the mixture was stirred at 82° C. for 18 hours. Subsequently, dilution was carried out with 10.3 l water at a maximum of 80° C. and 9 l methyl cyclohexane were added. At a maximum of 42° C., 17.3 l ammoniac were added until the pH was 8.8. A phase separation took place at 45° C. and 3.2 g (1R,2R)-3-(3-dimethylamino... Starting materials: [K+], NN, [OH-], O, O=C(O)C(=O)c1ccc2c(c1)Cc1ccccc1-2. The product is O=C(O)Cc1ccc2c(c1)Cc1ccccc1-2. As a reaction SMILES: [K+:20].[NH2:22][NH2:23].[OH-:19].[OH2:21].[cH:1]1[c:2]([C:14]([C:15](=[O:16])[OH:17])=[O:18])[cH:3][cH:4][c:5]2[c:13]1[CH2:12][c:11]1[c:6]-2[cH:7][cH:8][cH:9][cH:10]1>>[cH:1]1[c:2]([CH2:14][C:15](=[O:16])[OH:17])[cH:3][cH:4][c:5]2[c:13]1[CH2:12][c:11]1[c:6]-2[cH:7][cH:8][cH:9][cH:10]1. Procedure details: 590 mg (2.44 mmol) of N-benzyl-5,6-dihydroxyisoindoline was dissolved in 10 ml of acetone, and 0.16 ml (2.5 mmol) of methyl iodide was added thereto at room temperature. The mixture was left to stand for 4 hours, and the precipitated crystals were collected by filtration and washed with 10 ml of acetone to obtain 733 mg of the above identified compound. Conditions: time 4 hour. Run in CC(=O)C (acetone). Yields the product [I-].C(C1=CC=CC=C1)[N+]1(CC2=CC(=C(C=C2C1)O)O)C (N-benzyl-5,6-dihydroxy-N-methylisoindolinium iodide). Starting materials: C(C1=CC=CC=C1)N1CC2=CC(=C(C=C2C1)O)O (N-benzyl-5,6-dihydroxyisoindoline), CI (methyl iodide). As a reaction SMILES: [CH2:1]([N:8]1[CH2:16][C:15]2[C:10](=[CH:11][C:12]([OH:18])=[C:13]([OH:17])[CH:14]=2)[CH2:9]1)[C:2]1[CH:7]=[CH:6][CH:5]=[CH:4][CH:3]=1.[CH3:19][I:20]>CC(C)=O>[I-:20].[CH2:1]([N+:8]1([CH3:19])[CH2:9][C:10]2[C:15](=[CH:14][C:13]([OH:17])=[C:12]([OH:18])[CH:11]=2)[CH2:16]1)[C:2]1[CH:3]=[CH:4][CH:5]=[CH:6][CH:7]=1 |f:3.4|. Yield: 109.4%. Solvent: O1CCCC1 (tetrahydrofuran). Reported procedure: Dichlorodicyanoquinone (340.8 g, 1,500 mmol) was added to a stirred solution of the title compound of Example 4 (361.4 g, 681 mmol) dissolved in tetrahydrofuran (15 L) and heated to reflux for 6 hours at which time HPLC indicated complete reaction. The reaction was concentrated to ¼ its volume and diluted with ethyl acetate (12 L). The resulting black solution was washed three times with saturated aqueous NaHCO3 (5.5 L). The organic layer was dried over sodium sulfate and concentrated to give th... The product is C(C1=CC=CC=C1)OC(=O)N[C@@H](C(C)C)C=1OC(=C(N1)C(=O)OC)C1=CNC2=C(C=CC=C12)Br (Methyl 2-((S)-1-(benzyloxycarbonylamino)-2-methylpropyl)-5-(7-bromo-1H-indol-3-yl)oxazole-4-carboxylate). Starting materials: Dichlorodicyanoquinone, C(C1=CC=CC=C1)OC(=O)N[C@H](C(=O)NC(C(=O)OC)CC1=CNC2=C(C=CC=C12)Br)C(C)C (Methyl 2-((S)-2-(benzyloxycarbonylamino)-3-methylbutanamido)-3-(7-bromo-1H-indol-3-yl)Propanoate). Reaction SMILES: [CH2:1]([O:8][C:9]([NH:11][C@@H:12]([CH:32]([CH3:34])[CH3:33])[C:13]([NH:15][CH:16]([CH2:21][C:22]1[C:30]2[C:25](=[C:26]([Br:31])[CH:27]=[CH:28][CH:29]=2)[NH:24][CH:23]=1)[C:17]([O:19][CH3:20])=[O:18])=[O:14])=[O:10])[C:2]1[CH:7]=[CH:6][CH:5]=[CH:4][CH:3]=1>O1CCCC1>[CH2:1]([O:8][C:9]([NH:11][C@H:12]([C:13]1[O:14][C:21]([C:22]2[C:30]3[C:25](=[C:26]([Br:31])[CH:27]=[CH:28][CH:29]=3)[NH:24][CH:23]=2)=[C:16]([C:17]([O:19][CH3:20])=[O:18])[N:15]=1)[CH:32]([CH3:34])[CH3:33])=[O:10])[C:2]1[CH:7]=[CH:6][CH:5]=[CH:4][CH:3]=1. Reactants: NC1=C(C=CC(=C1)[N+](=O)[O-])O (2-amino-4-nitrophenol), C1(=CC=CC=C1)C (toluene), C(C)(=O)OC(C)=O (Acetic anhydride). The solvent is C(C)(=O)O (acetic acid). Reaction conditions: temperature 80 celsius. Yields the product C(C)(=O)NC1=C(C=CC(=C1)[N+](=O)[O-])O (2-acetamido-4-nitrophenol). Reaction SMILES: [NH2:1][C:2]1[CH:7]=[C:6]([N+:8]([O-:10])=[O:9])[CH:5]=[CH:4][C:3]=1[OH:11].C1(C)C=CC=CC=1.[C:19](OC(=O)C)(=[O:21])[CH3:20]>C(O)(=O)C>[C:19]([NH:1][C:2]1[CH:7]=[C:6]([N+:8]([O-:10])=[O:9])[CH:5]=[CH:4][C:3]=1[OH:11])(=[O:21])[CH3:20]. Procedure details: A mixture of 10 g. (0.065 mol) of 2-amino-4-nitrophenol, 125 ml. of dry toluene and 25 ml. of glacial acetic acid is heated to affect solution. Acetic anhydride (7.57 g., 0.074 mol) is added dropwise over a period of twenty minutes and the resulting mixture is heated at about 80° C. for two hours. The reaction mixture is filtered and the solid is washed with toluene, then recrystallized from methanol to give 2-acetamido-4-nitrophenol, m.p. 283°-284° C. Starting materials: CCO, O=C1CCC(=O)N1Cl, CC(Oc1ccc(-c2nc(-c3cccc4nccn34)no2)cc1C(F)(F)F)C(F)(F)F, O. Yields the product CC(Oc1ccc(-c2nc(-c3cccc4ncc(Cl)n34)no2)cc1C(F)(F)F)C(F)(F)F. RXN SMILES: [CH3:41][CH2:42][OH:43].[Cl:32][N:33]1[C:34](=[O:35])[CH2:36][CH2:37][C:38]1=[O:39].[F:1][C:2]([c:3]1[cH:4][c:5](-[c:16]2[n:17][c:18](-[c:21]3[cH:22][cH:23][cH:24][c:25]4[n:26]3[cH:27][cH:28][n:29]4)[n:19][o:20]2)[cH:6][cH:7][c:8]1[O:9][CH:10]([C:11]([F:12])([F:13])[F:14])[CH3:15])([F:30])[F:31].[OH2:40]>>[F:1][C:2]([c:3]1[cH:4][c:5](-[c:16]2[n:17][c:18](-[c:21]3[cH:22][cH:23][cH:24][c:25]4[n:26]3[c:27]([Cl:32])[cH:28][n:29]4)[n:19][o:20]2)[cH:6][cH:7][c:8]1[O:9][CH:10]([C:11]([F:12])([F:13])[F:14])[CH3:15])([F:30])[F:31].